This data is from the Open Reaction Database (ORD), a public repository of structured organic reaction records. The task is: describe an organic reaction: reactants, conditions, products, and yield Reactants: [SH-].[Na+] (sodium hydrosulfide), CC1(CC(=NO1)S(=O)(=O)C)C (5,5-dimethyl-3-methylsulfonyl-2-isoxazoline), C([O-])([O-])=O.[K+].[K+] (potassium carbonate), C(O)S(=O)[O-].[Na+] (Rongalit), ClC1=C(C(=NS1)C)CCl (5-chloro-4-chloromethyl-3-methylisothiazole). The solvent is O (water), CN(C=O)C (N,N-dimethylformamide). Run at time 2 hour. Yields the product ClC1=C(C(=NS1)C)CSC1=NOC(C1)(C)C ([(5-chloro-3-methyl-isothiazol-4-yl)-methylthio]-5,5-dimethyl-2-isoxazoline). The yield is 99.7%. RXN SMILES: [SH-].[Na+].[CH3:3][C:4]1([CH3:13])[O:8][N:7]=[C:6]([S:9]([CH3:12])(=O)=O)[CH2:5]1.C(=O)([O-])[O-].[K+].[K+].C(S([O-])=O)O.[Na+].[Cl:26][C:27]1[S:31][N:30]=[C:29]([CH3:32])[C:28]=1CCl>CN(C)C=O.O>[Cl:26][C:27]1[S:31][N:30]=[C:29]([CH3:32])[C:28]=1[CH2:12][S:9][C:6]1[CH2:5][C:4]([CH3:13])([CH3:3])[O:8][N:7]=1 |f:0.1,3.4.5,6.7|. Reported procedure: 0.82 g of sodium hydrosulfide (purity: 70%, 10.00 mmoles) was added at the room temperature to a solution of 0.89 g (5.00 mmoles) of 5,5-dimethyl-3-methylsulfonyl-2-isoxazoline dissolved in 10 ml of N,N-dimethylformamide. The mixture was stirred for 2 hours. Thereto were added 0.70 g (5.00 mmoles) of anhydrous potassium carbonate, 0.78 g (5.00 mmoles) of Rongalit and 0.91 g (5.00 mmoles) of 5-chloro-4-chloromethyl-3-methylisothiazole. The resulting mixture was stirred at room temperature overnig...